Dataset: the Open Reaction Database (ORD), a public repository of structured organic reaction records. Task: describe an organic reaction: reactants, conditions, products, and yield Starting materials: C(C=C)(=O)O (acrylic acid), 15.8, NC1=C(C(=C(C=2C(C3=CC=CC=C3C(C12)=O)=O)N)Cl)Cl (1,4-diamino-2,3-dichloroanthraquinone), B(O)(O)O (boric acid), S(O)(O)(=O)=O (sulphuric acid). Run at time 60 hour. The product is 21, C(=O)(O)CCNC1=C(C(=C(C=2C(C3=CC=CC=C3C(C12)=O)=O)NCCC(=O)O)Cl)Cl (1,4-bis(β-carboxyethylamino)-2,3-dichloroanthraquinone). Isolated yield 93.0%. Reaction SMILES: [C:1]([OH:5])(=[O:4])[CH:2]=[CH2:3].[NH2:6][C:7]1[C:20]2[C:19](=[O:21])[C:18]3[C:13](=[CH:14][CH:15]=[CH:16][CH:17]=3)[C:12](=[O:22])[C:11]=2[C:10]([NH2:23])=[C:9]([Cl:24])[C:8]=1[Cl:25].B(O)(O)O.S(=O)(=O)(O)O>>[C:1]([CH2:2][CH2:3][NH:23][C:10]1[C:11]2[C:12](=[O:22])[C:13]3[C:18](=[CH:17][CH:16]=[CH:15][CH:14]=3)[C:19](=[O:21])[C:20]=2[C:7]([NH:6][CH2:3][CH2:2][C:1]([OH:5])=[O:4])=[C:8]([Cl:25])[C:9]=1[Cl:24])([OH:5])=[O:4]. Reported procedure: 20 Parts of acrylic acid are gradually added to a mixture of 15.8 parts of 1,4-diamino-2,3-dichloroanthraquinone, 3.1 parts of boric acid and 100 parts of 100% sulphuric acid at 25°-30° C, and the mixture is then stirred for 60 hours at 25°-30°. The reaction mixture is then processed as described in Example 1 to give 21 parts (93%) of 1,4-bis(β-carboxyethylamino)-2,3-dichloroanthraquinone. The reactants are NCCCO (3-aminopropanol), OC1(C(NC2=CC=CC=C12)=O)C=1C=C(C=CC1)C (3-hydroxy-3-(m-tolyl)-3H-indol-2-one), C1(=CC=C(C=C1)S(=O)(=O)O)C (toluene-p-sulphonic acid). The product is OCCCNC1=NC2=CC=CC=C2C1(O)C=1C=C(C=CC1)C (2-(3-hydroxypropylamino)-3-(m-tolyl)-3H-indol-3-ol). RXN SMILES: [NH2:1][CH2:2][CH2:3][CH2:4][OH:5].[OH:6][C:7]1([C:17]2[CH:18]=[C:19]([CH3:23])[CH:20]=[CH:21][CH:22]=2)[C:15]2[C:10](=[CH:11][CH:12]=[CH:13][CH:14]=2)[NH:9][C:8]1=O.C1(C)C=CC(S(O)(=O)=O)=CC=1>>[OH:5][CH2:4][CH2:3][CH2:2][NH:1][C:8]1[C:7]([C:17]2[CH:18]=[C:19]([CH3:23])[CH:20]=[CH:21][CH:22]=2)([OH:6])[C:15]2[C:10](=[CH:11][CH:12]=[CH:13][CH:14]=2)[N:9]=1. Procedure: Reaction of 3-aminopropanol with 3-hydroxy-3-(m-tolyl)-3H-indol-2-one in presence of toluene-p-sulphonic acid by a procedure analogous to that of Example 1 gives 2-(3-hydroxypropylamino)-3-(m-tolyl)-3H-indol-3-ol. The reactants are FC1=CC=C(C=C1)C1=CN(C2=CC=C(C=C12)C)C1CCN(CC1)CCN1C(N(CC1)C(C)C)=O (3-(4-Fluorophenyl)-5-methyl-1-[1-[2-[3-(2-propyl)imidazolidin-2-on-1yl]ethyl]-4-piperidyl)-1H-indole), CS(=O)C (dimethylsulphoxide), Cl (HCl). Run in O (water). Conditions: temperature 60 celsius. The product is ClC=1N(C2=CC=C(C=C2C1C1=CC=C(C=C1)F)C)C1CCN(CC1)CCN1C(N(CC1)C(C)C)=O (2-Chloro-3-(4-fluorophenyl)-5-methyl-1-[1-[2-[3-(2-propyl)imidazolidin-2-on-1-yl]ethyl]-4-piperidyl]-1H-indole). Reaction SMILES: [F:1][C:2]1[CH:7]=[CH:6][C:5]([C:8]2[C:16]3[C:11](=[CH:12][CH:13]=[C:14]([CH3:17])[CH:15]=3)[N:10]([CH:18]3[CH2:23][CH2:22][N:21]([CH2:24][CH2:25][N:26]4[CH2:30][CH2:29][N:28]([CH:31]([CH3:33])[CH3:32])[C:27]4=[O:34])[CH2:20][CH2:19]3)[CH:9]=2)=[CH:4][CH:3]=1.CS(C)=O.[ClH:39]>O>[Cl:39][C:9]1[N:10]([CH:18]2[CH2:19][CH2:20][N:21]([CH2:24][CH2:25][N:26]3[CH2:30][CH2:29][N:28]([CH:31]([CH3:32])[CH3:33])[C:27]3=[O:34])[CH2:22][CH2:23]2)[C:11]2[C:16]([C:8]=1[C:5]1[CH:6]=[CH:7][C:2]([F:1])=[CH:3][CH:4]=1)=[CH:15][C:14]([CH3:17])=[CH:13][CH:12]=2. Reported procedure: A mixture of 3-(4-Fluorophenyl)-5-methyl-1-[1-[2-[3-(2-propyl)imidazolidin-2-on-1yl]ethyl]-4-piperidyl)-1H-indole 4h (3.0 g), dimethylsulphoxide (0.51 g) and conc. aqueous HCl (1 ml) was heated to 60° C. for 0.5 h under stirring. The reaction mixture was cooled to room temperature and water was added. The solution was extracted with ethyl acetate (2×50 ml). The combined organic phases were washed with 4N aqueous NaOH and brine. Evaporation of the solvent gave an oil which was purified by column ... Reactants: N1(CCOCC1)C(CC1=CC(=CC=C1)[N+](=O)[O-])=O (1-morpholin-4-yl-2-(3-nitro-phenyl)-ethanone). The reagents and catalysts are [Pd] (Pd on activated carbon). Run in C(C)O (ethanol). Run at time 3 hour. Product: NC=1C=C(C=CC1)CC(=O)N1CCOCC1 (2-(3-amino-phenyl)-1-morpholin-4-yl-ethanone). Isolated yield 96.6%. Reaction SMILES: [N:1]1([C:7](=[O:18])[CH2:8][C:9]2[CH:14]=[CH:13][CH:12]=[C:11]([N+:15]([O-])=O)[CH:10]=2)[CH2:6][CH2:5][O:4][CH2:3][CH2:2]1>C(O)C.[Pd]>[NH2:15][C:11]1[CH:10]=[C:9]([CH2:8][C:7]([N:1]2[CH2:2][CH2:3][O:4][CH2:5][CH2:6]2)=[O:18])[CH:14]=[CH:13][CH:12]=1. Procedure details: To a stirred suspension of (3-nitro-phenyl)-acetic acid (2 g) in CH2Cl2 (40 ml, with a catalytic amount of DMF) at 0° C. under N2 was added oxalyl chloride (1.1 ml) drop wise. The reaction mixture was stirred for 40 min morpholine (2.5 g) was added. After stirring for 20 min, the reaction mixture was filtered. The filtrate was concentrated in vacuo to yield 1-morpholin-4-yl-2-(3-nitro-phenyl)-ethanone as a solid (2 g). A mixture of 1-morpholin-4-yl-2-(3-nitro-phenyl)-ethanone (2 g) and 10% Pd on... Product: O=C(NCc1nnc(-c2ccc(OCc3cccc(F)c3)cc2)s1)C(O)CCCCCCc1ccccc1. RXN SMILES: [CH3:52][N:53]([CH3:54])[CH2:55][CH2:56][CH2:57][N:58]=[C:59]=[N:60][CH2:61][CH3:62].[CH3:72][N:73]([CH3:74])[CH:75]=[O:76].[CH:63]([N:64]([CH2:65][CH3:66])[CH:67]([CH3:68])[CH3:69])([CH3:70])[CH3:71].[ClH:51].[F:1][c:2]1[cH:3][c:4]([CH2:5][O:6][c:7]2[cH:8][cH:9][c:10](-[c:13]3[n:14][n:15][c:16]([CH2:18][NH2:19])[s:17]3)[cH:11][cH:12]2)[cH:20][cH:21][cH:22]1.[Na+:81].[O-:77][C:78]([OH:79])=[O:80].[OH2:40].[OH:23][CH:24]([C:25](=[O:26])[OH:27])[CH2:28][CH2:29][CH2:30][CH2:31][CH2:32][CH2:33][c:34]1[cH:35][cH:36][cH:37][cH:38][cH:39]1.[OH:41][n:42]1[c:43]2[cH:44][cH:45][cH:46][cH:47][c:48]2[n:49][n:50]1>>[F:1][c:2]1[cH:3][c:4]([CH2:5][O:6][c:7]2[cH:8][cH:9][c:10](-[c:13]3[n:14][n:15][c:16]([CH2:18][NH:19][C:25]([CH:24]([OH:23])[CH2:28][CH2:29][CH2:30][CH2:31][CH2:32][CH2:33][c:34]4[cH:35][cH:36][cH:37][cH:38][cH:39]4)=[O:26])[s:17]3)[cH:11][cH:12]2)[cH:20][cH:21][cH:22]1. Starting materials: CCN=C=NCCCN(C)C, CN(C)C=O, CCN(C(C)C)C(C)C, Cl, NCc1nnc(-c2ccc(OCc3cccc(F)c3)cc2)s1, [Na+], O=C([O-])O, O, O=C(O)C(O)CCCCCCc1ccccc1, On1nnc2ccccc21. Starting materials: [OH-].[Li+] (lithium hydroxide), C(=O)(OC)C1=CC=C(C=C1)CC(P(OCC1=CC=CC=C1)(=O)OCC1=CC=CC=C1)P(OCC1=CC=CC=C1)(=O)OCC1=CC=CC=C1 (Tetrabenzyl 2-(4-carbomethoxyphenyl)ethane-1,1-diphosphonate), solution, Cl (HCl). Run in O (water), O1CCOCC1 (1,4-dioxane). Conditions: time 5 hour. The product is C(=O)(O)C1=CC=C(C=C1)CC(P(OCC1=CC=CC=C1)(=O)OCC1=CC=CC=C1)P(OCC1=CC=CC=C1)(=O)OCC1=CC=CC=C1 (Tetrabenzyl 2-(4-carboxyphenyl)ethane-1,1-diphosphonate). The yield is 52.2%. As a reaction SMILES: [OH-].[Li+].[C:3]([C:7]1[CH:12]=[CH:11][C:10]([CH2:13][CH:14]([P:33]([O:43][CH2:44][C:45]2[CH:50]=[CH:49][CH:48]=[CH:47][CH:46]=2)(=[O:42])[O:34][CH2:35][C:36]2[CH:41]=[CH:40][CH:39]=[CH:38][CH:37]=2)[P:15]([O:25][CH2:26][C:27]2[CH:32]=[CH:31][CH:30]=[CH:29][CH:28]=2)(=[O:24])[O:16][CH2:17][C:18]2[CH:23]=[CH:22][CH:21]=[CH:20][CH:19]=2)=[CH:9][CH:8]=1)([O:5]C)=[O:4].Cl>O.O1CCOCC1>[C:3]([C:7]1[CH:12]=[CH:11][C:10]([CH2:13][CH:14]([P:33]([O:43][CH2:44][C:45]2[CH:46]=[CH:47][CH:48]=[CH:49][CH:50]=2)(=[O:42])[O:34][CH2:35][C:36]2[CH:37]=[CH:38][CH:39]=[CH:40][CH:41]=2)[P:15]([O:25][CH2:26][C:27]2[CH:32]=[CH:31][CH:30]=[CH:29][CH:28]=2)(=[O:24])[O:16][CH2:17][C:18]2[CH:19]=[CH:20][CH:21]=[CH:22][CH:23]=2)=[CH:9][CH:8]=1)([OH:5])=[O:4] |f:0.1|. Procedure: A solution of lithium hydroxide (84 mg, 2.0 mmol) in water (1.0 mL) is added to a solution of methyl ester 2 (455 mg, 0.6 mmol) in 1,4-dioxane (1.0 mL) at room temperature. The mixture is stirred at room temperature for 5 hours and a 1N solution of HCl (10 mL) is added. Dioxane is evaporated under reduced pressure and the mixture is diluted with EtOAc (20 mL). The separated aqueous layer is extracted with EtOAc (3×50 mL) and the combined organic layers are washed (brine), dried (MgSO4 anh.), fil... Starting materials: CC(C)(C)OC(=O)N1CCN(c2ccccc2C=O)CC1, [O-][Cl+][O-], NS(=O)(=O)O, [Na+], C1COCCO1, O. The product is CC(C)(C)OC(=O)N1CCN(c2ccccc2C(=O)O)CC1. As a reaction SMILES: [C:1]([CH3:2])([CH3:3])([CH3:4])[O:5][C:6](=[O:7])[N:8]1[CH2:9][CH2:10][N:11]([c:14]2[c:15]([CH:20]=[O:21])[cH:16][cH:17][cH:18][cH:19]2)[CH2:12][CH2:13]1.[Cl+:27]([O-:28])[O-:29].[NH2:22][S:23]([OH:24])(=[O:25])=[O:26].[Na+:30].[O:31]1[CH2:32][CH2:33][O:34][CH2:35][CH2:36]1.[OH2:37]>>[C:1]([CH3:2])([CH3:3])([CH3:4])[O:5][C:6](=[O:7])[N:8]1[CH2:9][CH2:10][N:11]([c:14]2[c:15]([C:20](=[O:21])[OH:24])[cH:16][cH:17][cH:18][cH:19]2)[CH2:12][CH2:13]1.